This data is from the Open Reaction Database (ORD), a public repository of structured organic reaction records. The task is: describe an organic reaction: reactants, conditions, products, and yield Starting materials: CC1=C(C(=C2C(=N1)SC1=C2CCCC1)C1=CC=C(C=C1)C)C(C(=O)OC)CCC1=CC=CC=C1 (methyl [2-methyl-4-(p-tolyl)-5,6,7,8-tetrahydro[1]benzothieno[2,3-b]pyridin-3-yl]-4-phenylbutanoate), [OH-].[Na+] (sodium hydroxide). Run in CO (methanol). Conditions: temperature 60 celsius. Product: CC1=C(C(=C2C(=N1)SC1=C2CCCC1)C1=CC=C(C=C1)C)C(C(=O)O)CCC1=CC=CC=C1 (2-[2-Methyl-4-(p-tolyl)-5,6,7,8-tetrahydro[1]benzothieno[2,3-b]pyridin-3-yl]-4-phenylbutanoic acid). The yield is 2.4%. Reaction SMILES: [CH3:1][C:2]1[N:7]=[C:6]2[S:8][C:9]3[CH2:14][CH2:13][CH2:12][CH2:11][C:10]=3[C:5]2=[C:4]([C:15]2[CH:20]=[CH:19][C:18]([CH3:21])=[CH:17][CH:16]=2)[C:3]=1[CH:22]([CH2:27][CH2:28][C:29]1[CH:34]=[CH:33][CH:32]=[CH:31][CH:30]=1)[C:23]([O:25]C)=[O:24].[OH-].[Na+]>CO>[CH3:1][C:2]1[N:7]=[C:6]2[S:8][C:9]3[CH2:14][CH2:13][CH2:12][CH2:11][C:10]=3[C:5]2=[C:4]([C:15]2[CH:20]=[CH:19][C:18]([CH3:21])=[CH:17][CH:16]=2)[C:3]=1[CH:22]([CH2:27][CH2:28][C:29]1[CH:30]=[CH:31][CH:32]=[CH:33][CH:34]=1)[C:23]([OH:25])=[O:24] |f:1.2|. Procedure: To a solution of methyl [2-methyl-4-(p-tolyl)-5,6,7,8-tetrahydro[1]benzothieno[2,3-b]pyridin-3-yl]-4-phenylbutanoate (0.128 g; 0.272 mmol) in methanol (2.7 mL) was added a solution of sodium hydroxide 5 N (0.54 mL) and the mixture was heated at 60° C. for 18 h. After cooling, the reaction mixture was concentrated under reduced pressure. The residue was dissolved in ethyl acetate and the mixture was acidified with HCl (1N) until pH 1. The organic layer was washed with brine, water, dried over mag... Starting materials: OCCCO, COCC1CCCN1S(=O)(=O)c1ccc2c(c1)C(=O)C(=O)N2, Cc1ccc(S(=O)(=O)O)cc1, c1ccccc1. The product is COCC1CCCN1S(=O)(=O)c1ccc2c(c1)C1(OCCCO1)C(=O)N2. As a reaction SMILES: [CH2:23]([CH2:24][CH2:25][OH:26])[OH:27].[CH3:1][O:2][CH2:3][CH:4]1[N:5]([S:9](=[O:10])(=[O:11])[c:12]2[cH:13][c:14]3[c:18]([cH:19][cH:20]2)[NH:17][C:16](=[O:21])[C:15]3=[O:22])[CH2:6][CH2:7][CH2:8]1.[c:28]1([CH3:29])[cH:30][cH:31][c:32]([S:33]([OH:34])(=[O:35])=[O:36])[cH:37][cH:38]1.[cH:39]1[cH:40][cH:41][cH:42][cH:43][cH:44]1>>[CH3:1][O:2][CH2:3][CH:4]1[N:5]([S:9](=[O:10])(=[O:11])[c:12]2[cH:13][c:14]3[c:18]([cH:19][cH:20]2)[NH:17][C:16](=[O:21])[C:15]32[O:22][CH2:23][CH2:24][CH2:25][O:26]2)[CH2:6][CH2:7][CH2:8]1. Starting materials: ClC=1C=C(C=CC1)[C@H]1C[C@](C(N([C@@H]1C1=CC=C(C=C1)Cl)C(CC)CC)=O)(C)CC(N)=NO (2-((3R,5R,6S)-5-(3-chlorophenyl)-6-(4-chlorophenyl)-3-methyl-2-oxo-1-(pentan-3-yl)piperidin-3-yl)-N′-hydroxyacetimidamide), C(=S)(N1C=NC=C1)N1C=NC=C1 (1,1′-thiocarbonyldiimidazole), B(F)(F)F.CCOCC (boron trifluoride etherate). Conditions: time 1 hour. Product: ClC=1C=C(C=CC1)[C@H]1C[C@](C(N([C@@H]1C1=CC=C(C=C1)Cl)C(CC)CC)=O)(C)CC1=NSC(N1)=O (3-(((3R,5R,6S)-5-(3-chlorophenyl)-6-(4-chlorophenyl)-3-methyl-2-oxo-1-(pentan-3-yl)piperidin-3-yl)methyl)-1,2,4-thiadiazol-5(4H)-one). Reaction SMILES: [Cl:1][C:2]1[CH:3]=[C:4]([C@@H:8]2[C@@H:13]([C:14]3[CH:19]=[CH:18][C:17]([Cl:20])=[CH:16][CH:15]=3)[N:12]([CH:21]([CH2:24][CH3:25])[CH2:22][CH3:23])[C:11](=[O:26])[C@:10]([CH2:28][C:29](=[N:31]O)[NH2:30])([CH3:27])[CH2:9]2)[CH:5]=[CH:6][CH:7]=1.[C:33](N1C=CN=C1)(N1C=CN=C1)=[S:34].B(F)(F)F.CC[O:51]CC>C1COCC1>[Cl:1][C:2]1[CH:3]=[C:4]([C@@H:8]2[C@@H:13]([C:14]3[CH:19]=[CH:18][C:17]([Cl:20])=[CH:16][CH:15]=3)[N:12]([CH:21]([CH2:24][CH3:25])[CH2:22][CH3:23])[C:11](=[O:26])[C@:10]([CH2:28][C:29]3[NH:30][C:33](=[O:51])[S:34][N:31]=3)([CH3:27])[CH2:9]2)[CH:5]=[CH:6][CH:7]=1 |f:2.3|. The solvent is C1CCOC1 (THF). Procedure details: To a solution of 83 mg (0.17 mmol) of 2-((3R,5R,6S)-5-(3-chlorophenyl)-6-(4-chlorophenyl)-3-methyl-2-oxo-1-(pentan-3-yl)piperidin-3-yl)-N′-hydroxyacetimidamide (Example 82, Step C) in THF (4 mL) was added 50 mg (0.28 mmol) of 1,1′-thiocarbonyldiimidazole. The resulting yellow solution was stirred at room temperature for 1 h, and then was quenched with water and extracted with EtOAc. The organic layer was dried over Na2SO4, filtered and the filtrate was concentrated. The residue was dissolved in ... Reactants: C(C1=CC=CC=C1)OC1=CC=C2C(C(=C(OC2=C1OC)C(C)C)C1=CC=C(C=C1)Cl)=O (7-benzyloxy-3-(4-chlorophenyl)-2-isopropyl-8-methoxy-chromen-4-one). The reagents and catalysts are [Pd].[C] (Pd carbon). Run in O1CCCC1 (tetrahydrofuran), C(C)O (ethanol), Cl (HCl). Reaction conditions: time 3 hour. Product: ClC1=CC=C(C=C1)C1=C(OC2=C(C(=CC=C2C1=O)O)OC)C(C)C (3-(4-Chlorophenyl)-7-hydroxy-2-isopropyl-8-methoxy-chromen-4-one). RXN SMILES: C([O:8][C:9]1[C:18]([O:19][CH3:20])=[C:17]2[C:12]([C:13](=[O:31])[C:14]([C:24]3[CH:29]=[CH:28][C:27]([Cl:30])=[CH:26][CH:25]=3)=[C:15]([CH:21]([CH3:23])[CH3:22])[O:16]2)=[CH:11][CH:10]=1)C1C=CC=CC=1>O1CCCC1.C(O)C.Cl.[Pd].[C]>[Cl:30][C:27]1[CH:26]=[CH:25][C:24]([C:14]2[C:13](=[O:31])[C:12]3[C:17](=[C:18]([O:19][CH3:20])[C:9]([OH:8])=[CH:10][CH:11]=3)[O:16][C:15]=2[CH:21]([CH3:23])[CH3:22])=[CH:29][CH:28]=1 |f:4.5|. Reported procedure: A suspension of 7-benzyloxy-3-(4-chlorophenyl)-2-isopropyl-8-methoxy-chromen-4-one (2.68 g, 6.16 mmol) and Pd/carbon (20%, 268 mg) in tetrahydrofuran (30 ml), absolute ethanol (30 ml) and 5M HCl solution (15 ml) is stirred under a balloon of H2 at room temperature for 3 h. The reaction mixture is filtered through a pad of Celite filter aid, which is itself washed with tetrahydrofuran. The solvent is removed under reduced pressure to afford the desired product, which is used without further purif...